This data is from the Open Reaction Database (ORD), a public repository of structured organic reaction records. The task is: describe an organic reaction: reactants, conditions, products, and yield The reactants are CSC=1N=CC2=C(N1)CNC2 (2-(methylthio)-6,7-dihydro-5H-pyrrolo[3,4-d]pyrimidine), BrC1=CC(=NC=C1)C(=O)NC1=CC(=CC=C1)C(C)C (4-bromo-N-(3-isopropylphenyl)picolinamide). Product: C(C)(C)C=1C=C(C=CC1)NC(=O)C1=NC=CC(=C1)N1CC=2N=C(N=CC2C1)SC (4-(2-Methylsulfanyl-5,7-dihydro-pyrrolo[3,4-d]pyrimidin-6-yl)-pyridine-2-carboxylic acid (3-isopropyl-phenyl)-amide). RXN SMILES: [CH3:1][S:2][C:3]1[N:4]=[CH:5][C:6]2[CH2:11][NH:10][CH2:9][C:7]=2[N:8]=1.Br[C:13]1[CH:18]=[CH:17][N:16]=[C:15]([C:19]([NH:21][C:22]2[CH:27]=[CH:26][CH:25]=[C:24]([CH:28]([CH3:30])[CH3:29])[CH:23]=2)=[O:20])[CH:14]=1>>[CH:28]([C:24]1[CH:23]=[C:22]([NH:21][C:19]([C:15]2[CH:14]=[C:13]([N:10]3[CH2:11][C:6]4[CH:5]=[N:4][C:3]([S:2][CH3:1])=[N:8][C:7]=4[CH2:9]3)[CH:18]=[CH:17][N:16]=2)=[O:20])[CH:27]=[CH:26][CH:25]=1)([CH3:30])[CH3:29]. Procedure details: In a manner similar to that describe in Example 126, 2-(methylthio)-6,7-dihydro-5H-pyrrolo[3,4-d]pyrimidine and 4-bromo-N-(3-isopropylphenyl)picolinamide were converted to the title compound. The reactants are C(C1=CC=CC=C1)N1C=C(C2=CC=CC=C12)C=1OC(=CN1)C=1C=C2C=CC(=CC2=CC1)OC(C(=O)OC)CC1=CC=CC=C1 (methyl 2-({6-[2-(1-benzyl-1H-indol-3-yl)-1,3-oxazol-5-yl]-2-naphthyl}oxy)-3-phenylpropanoate), [OH-].[Na+] (NaOH), Cl (HCl). Solvent: C1CCOC1 (THF). Reaction conditions: time 8 hour. The product is C(C1=CC=CC=C1)N1C=C(C2=CC=CC=C12)C=1OC(=CN1)C=1C=C2C=CC(=CC2=CC1)OC(C(=O)O)CC1=CC=CC=C1 (2-({6-[2-(1-Benzyl-1H-indol-3-yl)-1,3-oxazol-5-yl]-2-naphthyl}oxy)-3-phenylpropanoic acid). Yield: 89.4%. As a reaction SMILES: [CH2:1]([N:8]1[C:16]2[C:11](=[CH:12][CH:13]=[CH:14][CH:15]=2)[C:10]([C:17]2[O:18][C:19]([C:22]3[CH:23]=[C:24]4[C:29](=[CH:30][CH:31]=3)[CH:28]=[C:27]([O:32][CH:33]([CH2:38][C:39]3[CH:44]=[CH:43][CH:42]=[CH:41][CH:40]=3)[C:34]([O:36]C)=[O:35])[CH:26]=[CH:25]4)=[CH:20][N:21]=2)=[CH:9]1)[C:2]1[CH:7]=[CH:6][CH:5]=[CH:4][CH:3]=1.[OH-].[Na+].Cl>C1COCC1>[CH2:1]([N:8]1[C:16]2[C:11](=[CH:12][CH:13]=[CH:14][CH:15]=2)[C:10]([C:17]2[O:18][C:19]([C:22]3[CH:23]=[C:24]4[C:29](=[CH:30][CH:31]=3)[CH:28]=[C:27]([O:32][CH:33]([CH2:38][C:39]3[CH:44]=[CH:43][CH:42]=[CH:41][CH:40]=3)[C:34]([OH:36])=[O:35])[CH:26]=[CH:25]4)=[CH:20][N:21]=2)=[CH:9]1)[C:2]1[CH:3]=[CH:4][CH:5]=[CH:6][CH:7]=1 |f:1.2|. Reported procedure: A mixture of methyl 2-({6-[2-(1-benzyl-1H-indol-3-yl)-1,3-oxazol-5-yl]-2-naphthyl}oxy)-3-phenylpropanoate (117 mg 0.202 mmol), prepared in the previous step, and 1 N NaOH (400 μL, 0.4 mmol) in 20 mL of THF was stirred at room temperature for 16 hr (overnight). The reaction was acidified by the addition of 500 μL of 1N HCl and then concentrated under reduced pressure to remove the THF. The yellow solid that formed was collected by filtration, rinsed with water and dried under reduced pressure to ...